Dataset: the Open Reaction Database (ORD), a public repository of structured organic reaction records. Task: describe an organic reaction: reactants, conditions, products, and yield The reactants are BrC1=CN=C(S1)C(=O)[C@@H]1CC[C@H](CC1)C(=O)OCC (ethyl trans-4-[(5-bromo-1,3-thiazol-2-yl)carbonyl]cyclohexanecarboxylate), C1(CC1)[Mg]Br (cyclopropylmagnesium bromide), C1(CC1)[Mg]Br (cyclopropylmagnesium bromide). Run in [Cl-].[NH4+] (ammonium chloride), C(C)(=O)OCC (ethyl acetate), C1CCOC1 (THF). Run at time 1 hour. Product: BrC1=CN=C(S1)C([C@@H]1CC[C@H](CC1)C(=O)OCC)(O)C1CC1 (racemic ethyl trans-4-[(5-bromo-1,3-thiazol-2-yl)(cyclopropyl)hydroxymethyl]cyclohexanecarboxylate). As a reaction SMILES: [Br:1][C:2]1[S:6][C:5]([C:7]([C@H:9]2[CH2:14][CH2:13][C@H:12]([C:15]([O:17][CH2:18][CH3:19])=[O:16])[CH2:11][CH2:10]2)=[O:8])=[N:4][CH:3]=1.[CH:20]1([Mg]Br)[CH2:22][CH2:21]1>C1COCC1.[Cl-].[NH4+].C(OCC)(=O)C>[Br:1][C:2]1[S:6][C:5]([C:7]([CH:20]2[CH2:22][CH2:21]2)([OH:8])[C@H:9]2[CH2:10][CH2:11][C@H:12]([C:15]([O:17][CH2:18][CH3:19])=[O:16])[CH2:13][CH2:14]2)=[N:4][CH:3]=1 |f:3.4|. Procedure: A solution of ethyl trans-4-[(5-bromo-1,3-thiazol-2-yl)carbonyl]cyclohexanecarboxylate (518 mg, 1.49 mmol) in anhydrous THF (16 ml) was treated dropwise over 20 min with cyclopropylmagnesium bromide (1.49 mmol, 0.5 M in tetrahydrofuran, 2.99 mL) at 0° C. under a nitrogen atmosphere. After stirring 1 h at room temperature, additional cyclopropylmagnesium bromide (2.23 mmol, 0.5 M in tetrahydrofuran, 4.48 mL) was added dropwise over 20 min at 0° C. and then the mixture was allowed to reach room te... Starting materials: C1(=CC=CC=C1)S(=O)(=O)N1C=CC=2C1=CN=CC2Br (1-benzenesulfonyl-4-bromo-1H-pyrrolo[2,3-c]pyridine), C(C)(C)[N-]C(C)C.[Li+] (lithium diisopropylamide), C(C)I (ethyl iodide). The solvent is C1CCOC1 (THF). Reaction conditions: temperature -35 celsius, time 30 minute. Yields the product C1(=CC=CC=C1)S(=O)(=O)N1C(=CC=2C1=CN=CC2Br)CC (1-Benzenesulfonyl-4-bromo-2-ethyl-1H-pyrrolo[2,3-c]pyridine). Isolated yield 39.7%. Reaction SMILES: [C:1]1([S:7]([N:10]2[C:14]3=[CH:15][N:16]=[CH:17][C:18]([Br:19])=[C:13]3[CH:12]=[CH:11]2)(=[O:9])=[O:8])[CH:6]=[CH:5][CH:4]=[CH:3][CH:2]=1.[CH:20]([N-]C(C)C)(C)[CH3:21].[Li+].C(I)C>C1COCC1>[C:1]1([S:7]([N:10]2[C:14]3=[CH:15][N:16]=[CH:17][C:18]([Br:19])=[C:13]3[CH:12]=[C:11]2[CH2:20][CH3:21])(=[O:9])=[O:8])[CH:2]=[CH:3][CH:4]=[CH:5][CH:6]=1 |f:1.2|. Procedure details: To a solution of 1-benzenesulfonyl-4-bromo-1H-pyrrolo[2,3-c]pyridine (0.63 g, 1.86 mmol) in anhydrous THF (10 mL), at −35° C., was added a solution of lithium diisopropylamide (2.0M in heptane/THF/ethyl benzene, 1.86 mL, 3.77 mmol) dropwise. The reaction mixture was stirred at −35° C. for 30 min and then ethyl iodide (0.90 mL, 11.18 mmol) was added dropwise. The resulting solution was allowed to reach room temperature and was stirred for 4 h. The reaction mixture was quenched by addition of a so... Reactants: C(C1=CC=CC=C1)OC(=O)C=1SC(=CC1)CCC(=O)OC(C)(C)C (5-(2-tert-butoxycarbonylethyl)-thiophene-2-carboxylic acid benzyl ester). The reagents and catalysts are [OH-].[Pd+2].[OH-] (palladium hydroxide). The solvent is CO (methanol), C(Cl)(Cl)Cl (chloroform). Reaction conditions: time 8 hour. The product is C(C)(C)(C)OC(=O)CCC1=CC=C(S1)C(=O)O (5-(2-tert-butoxycarbonylethyl)-thiophene-2-carboxylic acid). RXN SMILES: C([O:8][C:9]([C:11]1[S:12][C:13]([CH2:16][CH2:17][C:18]([O:20][C:21]([CH3:24])([CH3:23])[CH3:22])=[O:19])=[CH:14][CH:15]=1)=[O:10])C1C=CC=CC=1>CO.C(Cl)(Cl)Cl.[OH-].[Pd+2].[OH-]>[C:21]([O:20][C:18]([CH2:17][CH2:16][C:13]1[S:12][C:11]([C:9]([OH:10])=[O:8])=[CH:15][CH:14]=1)=[O:19])([CH3:24])([CH3:22])[CH3:23] |f:3.4.5|. Procedure details: The compound (0.5 g, 1.45 mmol) obtained in step 1 was dissolved in methanol (5 mL) and chloroform (0.5 mL), palladium hydroxide (0.1 g) was added, and the mixture was stirred at room temperature overnight under a hydrogen atmosphere. The reaction mixture was filtered through celite, and the solvent was evaporated under reduced pressure to give the title compound.